This data is from the Open Reaction Database (ORD), a public repository of structured organic reaction records. The task is: describe an organic reaction: reactants, conditions, products, and yield Reactants: Cl (HCl), CCOCC (ether), Cl (HCl), COC1=CC=C(C=C1)C1(CCN(CC1)CCC#N)C1=CC=CC=C1 (3-[4-(4-methoxyphenyl)-4-phenylpiperidin-1-yl]propionitrile), [OH-].[Na+] (NaOH). The solvent is C1CCOC1 (THF), C1CCOC1 (THF). Run at time 2 hour. The product is NCCCN1CCC(CC1)(C1=CC=CC=C1)C1=CC=C(C=C1)OC (1-(3-Aminopropyl)-4-(4-methoxyphenyl)-4-phenylpiperidine). Isolated yield 42.7%. As a reaction SMILES: [CH3:1][O:2][C:3]1[CH:8]=[CH:7][C:6]([C:9]2([C:19]3[CH:24]=[CH:23][CH:22]=[CH:21][CH:20]=3)[CH2:14][CH2:13][N:12]([CH2:15][CH2:16][C:17]#[N:18])[CH2:11][CH2:10]2)=[CH:5][CH:4]=1.Cl.[OH-].[Na+].CCOCC>C1COCC1>[NH2:18][CH2:17][CH2:16][CH2:15][N:12]1[CH2:11][CH2:10][C:9]([C:6]2[CH:5]=[CH:4][C:3]([O:2][CH3:1])=[CH:8][CH:7]=2)([C:19]2[CH:24]=[CH:23][CH:22]=[CH:21][CH:20]=2)[CH2:14][CH2:13]1 |f:2.3|. Reported procedure: To a stirred solution of 3-[4-(4-methoxyphenyl)-4-phenylpiperidin-1-yl]propionitrile (1.41 g, 4.40 mmol, 1.0 equiv) in anhydrous THF (10 mL) under argon was added a solution of BH3 in THF (1.0M, 11.0 mL, 2.5 equiv) at room temperature. The mixture was refluxed for 4.5 hours and then cooled to room temperature. Aqueous HCl (6N, 15 mL) was added and stirring was continued for 2 hours at 55-60° C. The mixture was basified to pH 9 by addition of 6N aq. NaOH and extracted with CH2Cl2 (3×75 mL). The c... Starting materials: O=C([O-])[O-], CN(C)C=O, CC(C)I, O=C1C2=C(CCCC2)C(=O)N1c1cc(O)c(Cl)cc1F, [K+], [K+], O. The product is CC(C)Oc1cc(N2C(=O)C3=C(CCCC3)C2=O)c(F)cc1Cl. RXN SMILES: [C:21](=[O:22])([O-:23])[O-:24].[CH3:32][N:33]([CH3:34])[CH:35]=[O:36].[CH:27]([CH3:28])([CH3:29])[I:30].[Cl:1][c:2]1[cH:3][c:4]([F:20])[c:5]([N:9]2[C:10](=[O:19])[C:11]3=[C:12]([C:13]2=[O:14])[CH2:15][CH2:16][CH2:17][CH2:18]3)[cH:6][c:7]1[OH:8].[K+:25].[K+:26].[OH2:31]>>[Cl:1][c:2]1[cH:3][c:4]([F:20])[c:5]([N:9]2[C:10](=[O:19])[C:11]3=[C:12]([C:13]2=[O:14])[CH2:15][CH2:16][CH2:17][CH2:18]3)[cH:6][c:7]1[O:8][CH:27]([CH3:28])[CH3:29].